Dataset: the Open Reaction Database (ORD), a public repository of structured organic reaction records. Task: describe an organic reaction: reactants, conditions, products, and yield Reactants: C(C1=CC=CC=C1)OC(CN1N=CC=2CN(CCC21)C)=O ((5-methyl-4,5,6,7-tetrahydro-pyrazolo[4,3-c]pyridin-1-yl)-acetic acid benzyl ester), ( B ). The solvent is CO (MeOH). The product is CN1CC2=C(CC1)N(N=C2)CC(=O)O ((5-Methyl-4,5,6,7-tetrahydro-pyrazolo[4,3-c]pyridin-1-yl)-acetic acid). RXN SMILES: C([O:8][C:9](=[O:21])[CH2:10][N:11]1[C:19]2[CH2:18][CH2:17][N:16]([CH3:20])[CH2:15][C:14]=2[CH:13]=[N:12]1)C1C=CC=CC=1>CO>[CH3:20][N:16]1[CH2:17][CH2:18][C:19]2[N:11]([CH2:10][C:9]([OH:21])=[O:8])[N:12]=[CH:13][C:14]=2[CH2:15]1. Procedure: This compound was prepared using a method analogous to that of Example 14 step 14.2, (5-methyl-4,5,6,7-tetrahydro-pyrazolo[4,3-c]pyridin-1-yl)-acetic acid benzyl ester (described in Precursor for Example 215) replacing intermediate 14.1 and using MeOH instead of MeOH/AcOH. LC-MS (B): tR=0.16 min; [M+H]+: 196.27. Starting materials: O=C([O-])[O-], CN(C)C=O, [K+], [K+], BrCCCOc1ccccc1, COC(=O)c1ccc(-c2ccc(O)cc2)cc1. Yields the product COC(=O)c1ccc(-c2ccc(OCCCOc3ccccc3)cc2)cc1. Reaction SMILES: [C:18](=[O:19])([O-:20])[O-:21].[CH3:35][N:36]([CH3:37])[CH:38]=[O:39].[K+:22].[K+:23].[O:24]([c:25]1[cH:26][cH:27][cH:28][cH:29][cH:30]1)[CH2:31][CH2:32][CH2:33][Br:34].[OH:1][c:2]1[cH:3][cH:4][c:5](-[c:8]2[cH:9][cH:10][c:11]([C:12](=[O:13])[O:14][CH3:15])[cH:16][cH:17]2)[cH:6][cH:7]1>>[O:1]([c:2]1[cH:3][cH:4][c:5](-[c:8]2[cH:9][cH:10][c:11]([C:12](=[O:13])[O:14][CH3:15])[cH:16][cH:17]2)[cH:6][cH:7]1)[CH2:33][CH2:32][CH2:31][O:24][c:25]1[cH:26][cH:27][cH:28][cH:29][cH:30]1. Procedure details: 32 g (0.2 mole) of potassium ethyl xanthate was dissolved in 175 ml of water. This was stirred rapidly while a solution of 48 g (0.2 mole) of N-bromotrichloroacetamidine in 150 ml of methylene chloride was added over 15 minutes. Then, the mixture was stirred one hour at room temperature. The dark methylene chloride layer was separated and the water layer extracted with 100 ml of methylene chloride. The combined methylene chloride fractions were dried over magnesium sulfate and filtered. Next, th... Solvent: O (water), C(Cl)Cl (methylene chloride). The product is ClC(C1=NSC(=N1)OCC)(Cl)Cl (3-trichloromethyl-5-ethoxy-1,2,4-thiadiazole). Reaction SMILES: [O:1]([CH2:5][CH3:6])[C:2]([S-])=[S:3].[K+].Br[NH:9][C:10](=[NH:15])[C:11]([Cl:14])([Cl:13])[Cl:12]>O.C(Cl)Cl>[Cl:12][C:11]([Cl:14])([Cl:13])[C:10]1[N:15]=[C:2]([O:1][CH2:5][CH3:6])[S:3][N:9]=1 |f:0.1|. Reactants: O(C(=S)[S-])CC.[K+] (potassium ethyl xanthate), BrNC(C(Cl)(Cl)Cl)=N (N-bromotrichloroacetamidine). Conditions: time 1 hour. The yield is 52.5%. Reactants: CCOC(=O)CBr, CCC1=NC(NC(=O)OCc2ccccc2)C(=O)Nc2c(C)cccc21, CN(C)C=O, Cl, [H-], [Na+]. The product is CCOC(=O)CN1C(=O)C(NC(=O)OCc2ccccc2)N=C(CC)c2cccc(C)c21. RXN SMILES: [Br:29][CH2:30][C:31](=[O:32])[O:33][CH2:34][CH3:35].[CH2:1]([c:2]1[cH:3][cH:4][cH:5][cH:6][cH:7]1)[O:8][C:9](=[O:10])[NH:11][CH:12]1[C:13](=[O:26])[NH:14][c:15]2[c:16]([cH:21][cH:22][cH:23][c:24]2[CH3:25])[C:17]([CH2:19][CH3:20])=[N:18]1.[CH3:37][N:38]([CH3:39])[CH:40]=[O:41].[ClH:36].[H-:27].[Na+:28]>>[CH2:1]([c:2]1[cH:3][cH:4][cH:5][cH:6][cH:7]1)[O:8][C:9](=[O:10])[NH:11][CH:12]1[C:13](=[O:26])[N:14]([CH2:30][C:31](=[O:32])[O:33][CH2:34][CH3:35])[c:15]2[c:16]([cH:21][cH:22][cH:23][c:24]2[CH3:25])[C:17]([CH2:19][CH3:20])=[N:18]1. Reactants: C(C)/C(/C=C/C(=O)OCC)=C\C (Ethyl (E,E)-4-ethyl-2,4-hexadienoate), [OH-].[Na+] (sodium hydroxide). The solvent is CO (methanol). Reaction conditions: time 20 hour. Yields the product C(C)/C(/C=C/C(=O)O)=C\C ((E,E)-4-ethyl-2,4-hexadienoic acid). Isolated yield 96.7%. Reaction SMILES: [CH2:1](/[C:3](=[CH:11]\[CH3:12])/[CH:4]=[CH:5]/[C:6]([O:8]CC)=[O:7])[CH3:2].[OH-].[Na+]>CO>[CH2:11](/[C:3](=[CH:1]\[CH3:2])/[CH:4]=[CH:5]/[C:6]([OH:8])=[O:7])[CH3:12] |f:1.2|. Procedure details: Ethyl (E,E)-4-ethyl-2,4-hexadienoate (134 g) was dissolved in methanol (200 ml) and 1N aqueous sodium hydroxide (880 ml) was added to the solution. The resulting mixture was stirred at room temperature for 20 hours under nitrogen atmosphere. After removal of methanol, the residual aqueous solution was washed with ether. The aqueous layer was acidified with conc. hydrochloric acid and then extracted with three portions of ethyl acetate (500 ml×3). The combined extracts were washed with brine, dri... Reactants: NC1=CC(=C(CC2=CC=C(C(=O)C3=CC(=NC=C3)Cl)C=C2)C(=C1)Cl)Cl (4-[4-(4-Amino-2,6-dichlorobenzyl)benzoyl]-2-chloropyridine), N(=O)[O-].[Na+] (NaNO2), Cl[Sn]Cl (SnCl2), C(C1=CC=CC=C1)=O (benzaldehyde). Product: C(C1=CC=CC=C1)=NNC1=CC(=C(C(=C1)Cl)CC1=CC=C(C=C1)C(C1=CC(=NC=C1)Cl)=O)Cl (1-Benzylidene-2-{4-[4-(2-chloroisonicotinoyl)benzyl]-3,5-dichlorophenyl}hydrazine). The yield is 92.0%. As a reaction SMILES: [NH2:1][C:2]1[CH:23]=[C:22]([Cl:24])[C:5]([CH2:6][C:7]2[CH:21]=[CH:20][C:10]([C:11]([C:13]3[CH:18]=[CH:17][N:16]=[C:15]([Cl:19])[CH:14]=3)=[O:12])=[CH:9][CH:8]=2)=[C:4]([Cl:25])[CH:3]=1.[N:26]([O-])=O.[Na+].Cl[Sn]Cl.[CH:33](=O)[C:34]1[CH:39]=[CH:38][CH:37]=[CH:36][CH:35]=1>>[CH:33](=[N:26][NH:1][C:2]1[CH:3]=[C:4]([Cl:25])[C:5]([CH2:6][C:7]2[CH:8]=[CH:9][C:10]([C:11](=[O:12])[C:13]3[CH:18]=[CH:17][N:16]=[C:15]([Cl:19])[CH:14]=3)=[CH:20][CH:21]=2)=[C:22]([Cl:24])[CH:23]=1)[C:34]1[CH:39]=[CH:38][CH:37]=[CH:36][CH:35]=1 |f:1.2|. Reported procedure: The title compound was prepared as yellow oil at yield of 92.0%, in a similar manner as in Reference Example 13, by the reaction of 4-[4-(4-Amino-2,6-dichlorobenzyl)benzoyl]-2-chloropyridine, NaNO2, SnCl2 and benzaldehyde. Starting materials: CC(C)(C)OC(=O)NC(Cc1ccc(OCc2ccccc2)cc1)C1CCC(=O)O1, C1CCOC1, CN1CCCN(C)C1=O, C[Si](C)(C)[N-][Si](C)(C)C, CI, CCC(=O)O, [Li+], O, O=C(O)CC(O)(CC(=O)O)C(=O)O. The product is CC1CC(C(Cc2ccc(OCc3ccccc3)cc2)NC(=O)OC(C)(C)C)OC1=O. As a reaction SMILES: [C:1]([CH3:2])([CH3:3])([CH3:4])[O:5][C:6]([NH:7][CH:8]([CH2:9][c:10]1[cH:11][cH:12][c:13]([O:16][CH2:17][c:18]2[cH:19][cH:20][cH:21][cH:22][cH:23]2)[cH:14][cH:15]1)[CH:24]1[O:25][C:26](=[O:29])[CH2:27][CH2:28]1)=[O:30].[CH2:70]1[O:71][CH2:72][CH2:73][CH2:74]1.[CH3:31][N:32]1[CH2:33][CH2:34][CH2:35][N:36]([CH3:37])[C:38]1=[O:39].[CH3:40][Si:41]([CH3:42])([CH3:43])[N-:44][Si:45]([CH3:46])([CH3:47])[CH3:48].[CH3:50][I:51].[CH3:52][CH2:53][C:54](=[O:55])[OH:56].[Li+:49].[OH2:75].[OH:57][C:58]([CH2:59][C:60]([C:61](=[O:62])[OH:63])([CH2:64][C:65](=[O:66])[OH:67])[OH:68])=[O:69]>>[C:1]([CH3:2])([CH3:3])([CH3:4])[O:5][C:6]([NH:7][CH:8]([CH2:9][c:10]1[cH:11][cH:12][c:13]([O:16][CH2:17][c:18]2[cH:19][cH:20][cH:21][cH:22][cH:23]2)[cH:14][cH:15]1)[CH:24]1[O:25][C:26](=[O:29])[CH:27]([CH3:31])[CH2:28]1)=[O:30].